This data is from the Open Reaction Database (ORD), a public repository of structured organic reaction records. The task is: describe an organic reaction: reactants, conditions, products, and yield Yield: 82.4%. The product is N1=CC=CC2=C3C(=CC=C12)C(=O)OC3=O (5,6-Quinolinedicarboxylic anhydride). Starting materials: N1=CC=CC2=C(C(=CC=C12)C(=O)O)C(=O)O (5,6-quinolinedicarboxylic acid), C(C)(=O)OC(C)=O (acetic anhydride). Reaction SMILES: [N:1]1[C:10]2[C:5](=[C:6]([C:14]([OH:16])=[O:15])[C:7]([C:11]([OH:13])=O)=[CH:8][CH:9]=2)[CH:4]=[CH:3][CH:2]=1.C(OC(=O)C)(=O)C>>[N:1]1[C:10]2[C:5](=[C:6]3[C:14](=[O:15])[O:16][C:11](=[O:13])[C:7]3=[CH:8][CH:9]=2)[CH:4]=[CH:3][CH:2]=1. Run at temperature 0 celsius, time 2 hour. Procedure details: A mixture of 5,6-quinolinedicarboxylic acid and acetic anhydride is stirred for 2 hours at reflux temperature, cooled to 0° C. and filtered. The filter cake is dried to give the title product as yellow needles (1.50 g, 82.4%) mp 247°-50° C., identified by H1NMR spectroscopy. Starting materials: C(C)(C)(C)OC(=O)N1CC2=CC=CC=C2CC1CN(C(C(=O)[O-])CC1=CC=C(C=C1)Cl)C.[Li+] (Lithium 2-[(2-tert-butoxycarbonyl-1,2,3,4-tetrahydro-isoquinolin-3-ylmethyl)-methyl-amino]-3-(4-chloro-phenyl)-propionate), C=1C=CC2=C(C1)N=NN2O (HOBt), CCN(C(C)C)C(C)C (DIPEA), Cl.Cl.N1(CCCC1)CC1=C(C=CC=C1)N1CCNCC1 (1-(2-Pyrrolidin-1-ylmethyl-phenyl)-piperazine 2HCl), C(CCl)Cl (EDC). Solvent: CN(C)C=O (DMF). Reaction conditions: time 8 hour. Yields the product C(C)(C)(C)OC(=O)N1CC2=CC=CC=C2CC1CN(C)C(C(N1CCN(CC1)C1=C(C=CC=C1)CN1CCCC1)=O)CC1=CC=C(C=C1)Cl (3-[({1-(4-Chloro-benzyl)-2-oxo-2-[4-(2-pyrrolidin-1-ylmethyl-phenyl)-piperazin-1-yl]-ethyl}-methyl-amino)-methyl]-3,4-dihydro-1H-isoquinoline-2-carboxylic acid t-butyl ester). The yield is 17.1%. Reaction SMILES: [C:1]([O:5][C:6]([N:8]1[CH:17]([CH2:18][N:19]([CH3:32])[CH:20]([CH2:24][C:25]2[CH:30]=[CH:29][C:28]([Cl:31])=[CH:27][CH:26]=2)[C:21]([O-])=[O:22])[CH2:16][C:15]2[C:10](=[CH:11][CH:12]=[CH:13][CH:14]=2)[CH2:9]1)=[O:7])([CH3:4])([CH3:3])[CH3:2].[Li+].Cl.Cl.[N:36]1([CH2:41][C:42]2[CH:47]=[CH:46][CH:45]=[CH:44][C:43]=2[N:48]2[CH2:53][CH2:52][NH:51][CH2:50][CH2:49]2)[CH2:40][CH2:39][CH2:38][CH2:37]1.C(Cl)CCl.C1C=CC2N(O)N=NC=2C=1.CCN(C(C)C)C(C)C>CN(C=O)C>[C:1]([O:5][C:6]([N:8]1[CH:17]([CH2:18][N:19]([CH:20]([CH2:24][C:25]2[CH:26]=[CH:27][C:28]([Cl:31])=[CH:29][CH:30]=2)[C:21](=[O:22])[N:51]2[CH2:50][CH2:49][N:48]([C:43]3[CH:44]=[CH:45][CH:46]=[CH:47][C:42]=3[CH2:41][N:36]3[CH2:37][CH2:38][CH2:39][CH2:40]3)[CH2:53][CH2:52]2)[CH3:32])[CH2:16][C:15]2[C:10](=[CH:11][CH:12]=[CH:13][CH:14]=2)[CH2:9]1)=[O:7])([CH3:4])([CH3:2])[CH3:3] |f:0.1,2.3.4|. Reported procedure: Lithium 2-[(2-tert-butoxycarbonyl-1,2,3,4-tetrahydro-isoquinolin-3-ylmethyl)-methyl-amino]-3-(4-chloro-phenyl)-propionate (0.59 gm, 1.27 mmol), the compound of Step A (0.27 gm, 0.85 mmol), EDC (0.24 gm, 1.27 mmol) and HOBt (0.17 gm, 1.27 mmol) were combined and dissolved in anhydrous DMF (5 mL). DIPEA was added (440 microliter, 2.54 mmol), and the reaction was stirred under nitrogen overnight at room temperature. The reaction was concentrated and reconstituted in CH2Cl2 and then diluted with NaH... Reactants: CCO, COc1cccc(N)c1, Clc1cc(N2CCOCC2)nc(-c2ccccc2)n1, Cl, [Na+], [OH-], O. Yields the product COc1cccc(Nc2cc(N3CCOCC3)nc(-c3ccccc3)n2)c1. Reaction SMILES: [CH2:32]([OH:33])[CH3:34].[CH3:20][O:21][c:22]1[cH:23][c:24]([NH2:28])[cH:25][cH:26][cH:27]1.[Cl:1][c:2]1[cH:3][c:4]([N:14]2[CH2:15][CH2:16][O:17][CH2:18][CH2:19]2)[n:5][c:6](-[c:8]2[cH:9][cH:10][cH:11][cH:12][cH:13]2)[n:7]1.[ClH:29].[Na+:31].[OH-:30].[OH2:35]>>[c:2]1([NH:28][c:24]2[cH:23][c:22]([O:21][CH3:20])[cH:27][cH:26][cH:25]2)[cH:3][c:4]([N:14]2[CH2:15][CH2:16][O:17][CH2:18][CH2:19]2)[n:5][c:6](-[c:8]2[cH:9][cH:10][cH:11][cH:12][cH:13]2)[n:7]1. The reactants are OC1=CC=2C=3C4=C(C(=CC3NC2C=C1)I)C(NC4=O)=O (9-hydroxy-4-iodopyrrolo[3,4-c]carbazole-1,3(2H,6H)-dione), B1(C2=CC=CC=C2CO1)O (2-(hydroxymethyl)benzeneboronic acid cyclic monoester). The solvent is C1CCOC1.C(Cl)Cl.CCCCCC (THF CH2Cl2 hexane). The product is OC1=CC=2C=3C4=C(C(=CC3NC2C=C1)C1=C(C=CC=C1)CO)C(NC4=O)=O (9-Hydroxy-4-[2-(hydroxymethyl)phenyl]pyrrolo[3,4-c]carbazole-1,3(2H,6H)-dione). The yield is 57.0%. RXN SMILES: [OH:1][C:2]1[CH:14]=[CH:13][C:12]2[NH:11][C:10]3[CH:9]=[C:8](I)[C:7]4[C:16](=[O:20])[NH:17][C:18](=[O:19])[C:6]=4[C:5]=3[C:4]=2[CH:3]=1.B1(O)[O:29][CH2:28][C:27]2[C:22]1=[CH:23][CH:24]=[CH:25][CH:26]=2>C1COCC1.C(Cl)Cl.CCCCCC>[OH:1][C:2]1[CH:14]=[CH:13][C:12]2[NH:11][C:10]3[CH:9]=[C:8]([C:26]4[CH:25]=[CH:24][CH:23]=[CH:22][C:27]=4[CH2:28][OH:29])[C:7]4[C:16](=[O:20])[NH:17][C:18](=[O:19])[C:6]=4[C:5]=3[C:4]=2[CH:3]=1 |f:2.3.4|. Reported procedure: The reaction of 9-hydroxy-4-iodopyrrolo[3,4-c]carbazole-1,3(2H,6H)-dione, prepared as in example 7, with 2-(hydroxymethyl)benzeneboronic acid cyclic monoester according to the procedure described in example 8 gave 9-Hydroxy-4-[2-(hydroxymethyl)phenyl]pyrrolo[3,4-c]carbazole-1,3(2H,6H)-dione (503) (I; Ar=2-(hydroxymethyl)phenyl) in a 57% yield, mp (THF/CH2Cl2/hexane) 270–280° C. (dec). 1H NMR [(CD3)2SO] δ 11.76 (br s, 1H), 10.96 (br s, 1H), 9.25 (br s, 1H), 8.32 (d, J=2.4 Hz, 1H), 7.57 (d, J=7.6 ... Yields the product COc1ccc(-n2oc(=O)n(CCl)c2=O)cc1. RXN SMILES: [CH3:1][O:2][c:3]1[cH:4][cH:5][c:6](-[n:9]2[o:10][c:11](=[O:17])[n:12]([CH2:15][OH:16])[c:13]2=[O:14])[cH:7][cH:8]1.[CH3:26][c:27]1[cH:28][cH:29][cH:30][cH:31][cH:32]1.[CH:22]([Cl:23])([Cl:24])[Cl:25].[S:18]([Cl:19])([Cl:20])=[O:21]>>[CH3:1][O:2][c:3]1[cH:4][cH:5][c:6](-[n:9]2[o:10][c:11](=[O:17])[n:12]([CH2:15][Cl:20])[c:13]2=[O:14])[cH:7][cH:8]1. The reactants are COc1ccc(-n2oc(=O)n(CO)c2=O)cc1, Cc1ccccc1, ClC(Cl)Cl, O=S(Cl)Cl. The reactants are FC(CO)(F)F (2,2,2-trifluoroethanol), [H-].[Na+] (sodium hydride), ClC1=NC=CC(=N1)Cl (2,4-dichloropyrimidine). Run in O (H2O), CN(C)C=O (DMF). Run at time 30 minute. The product is ClC1=NC=CC(=N1)OCC(F)(F)F (2-Chloro-4-(2,2,2-trifluoroethoxy)pyrimidine). Isolated yield 78.0%. RXN SMILES: [H-].[Na+].[F:3][C:4]([F:8])([F:7])[CH2:5][OH:6].[Cl:9][C:10]1[N:15]=[C:14](Cl)[CH:13]=[CH:12][N:11]=1>CN(C=O)C.O>[Cl:9][C:10]1[N:15]=[C:14]([O:6][CH2:5][C:4]([F:8])([F:7])[F:3])[CH:13]=[CH:12][N:11]=1 |f:0.1|. Procedure: To a suspension of sodium hydride/60 percent oil dispersion (286 mg, 7.1 mmol) in DMF (10 mL) was added 2,2,2-trifluoroethanol (675 mg, 6.7 mmol). The reaction mixture was stirred for 30 minutes, then it was then added dropwise over 30 minutes to a solution of 2,4-dichloropyrimidine (1.0 g, 6.7 mmol). The solution was then allowed to stir overnight while warming to room temperature. The solution was diluted with H2O and extracted thrice with Et2O. The organics were combined, washed with brine, d...